Dataset: the Open Reaction Database (ORD), a public repository of structured organic reaction records. Task: describe an organic reaction: reactants, conditions, products, and yield Reactants: CC(C)(C)C(=O)CC#N, COc1cc2c(cc1OC)C(C)(C)CC2=O, CCC(=O)O, CC(=O)[O-], [NH4+], Cc1ccccc1C. Yields the product COc1cc2c(cc1OC)C(C)(C)CC2=C(C#N)C(=O)C(C)(C)C. RXN SMILES: [C:17]([C:18]([CH3:19])([CH3:20])[CH3:21])(=[O:22])[CH2:23][C:24]#[N:25].[CH3:1][O:2][c:3]1[cH:4][c:5]2[c:9]([cH:10][c:11]1[O:12][CH3:13])[C:8](=[O:14])[CH2:7][C:6]2([CH3:15])[CH3:16].[CH3:26][CH2:27][C:28](=[O:29])[OH:30].[CH3:32][C:33](=[O:34])[O-:35].[NH4+:31].[c:36]1([CH3:37])[c:38]([CH3:39])[cH:40][cH:41][cH:42][cH:43]1>>[CH3:1][O:2][c:3]1[cH:4][c:5]2[c:9]([cH:10][c:11]1[O:12][CH3:13])[C:8](=[C:23]([C:17]([C:18]([CH3:19])([CH3:20])[CH3:21])=[O:22])[C:24]#[N:25])[CH2:7][C:6]2([CH3:15])[CH3:16]. Starting materials: CC1(NC(CCC1)(C)C)C (2,2,6,6-tetramethylpiperidine), N1=NC=CC=C1 (pyridazine), C(CCC)[Sn](CCCC)(CCCC)Cl (tri-n-butyltin chloride), C(CCC)[Li] (n-butyllithium). Run in O1CCCC1 (tetrahydrofuran), O (water), O1CCCC1 (tetrahydrofuran), CCCCCC (hexane). The product is N1=CN=C(C=C1)[Sn](CCCC)(CCCC)CCCC ((4-Pyrmidyl)tri-n-butyltin). Run at temperature 0 celsius, time 30 minute. RXN SMILES: C([Li])CCC.C[C:7]1(C)[CH2:12][CH2:11]C[C:9](C)(C)[NH:8]1.[N:16]1C=CC=CN=1.[CH2:22]([Sn:26](Cl)([CH2:31][CH2:32][CH2:33][CH3:34])[CH2:27][CH2:28][CH2:29][CH3:30])[CH2:23][CH2:24][CH3:25]>O.O1CCCC1.CCCCCC>[N:8]1[CH:7]=[CH:12][C:11]([Sn:26]([CH2:31][CH2:32][CH2:33][CH3:34])([CH2:27][CH2:28][CH2:29][CH3:30])[CH2:22][CH2:23][CH2:24][CH3:25])=[N:16][CH:9]=1. Reported procedure: 58.0 ml of a hexane solution containing 2.52 mol of n-butyllithium was slowly added dropwise into a solution of 200 ml of tetrahydrofuran containing 25.0 mol of 2,2,6,6-tetramethylpiperidine at −30° C. After stirring at 0° C. for 30 minutes, a mixture of 9.1 ml of pyridazine, 46.0 ml of tri-n-butyltin chloride and 100 ml of tetrahydrofuran was slowly added dropwise thereinto at −78° C. After stirring at −78° C. for 4 hours, water was added to the reaction solution and then extracted with ethyl a...